From a dataset of the Open Reaction Database (ORD), a public repository of structured organic reaction records. describe an organic reaction: reactants, conditions, products, and yield The reactants are CC1CNCCC1CC(=O)C1=CC=NC2=CC=C(C=C12)OC (2-(3-methyl-4-piperidyl)-1-(6-methoxy-4-quinolyl)-ethanone), O.NN (hydrazine hydrate), [OH-].[Na+] (sodium hydroxide). The solvent is C(COCCO)O (diethylene glycol). Yields the product COC=1C=C2C(=CC=NC2=CC1)CCC1C(CNCC1)C (6-methoxy-4-[2-(3-methyl-4-piperidyl)-ethyl]-quinoline). Reaction SMILES: [CH3:1][CH:2]1[CH:7]([CH2:8][C:9]([C:11]2[C:20]3[C:15](=[CH:16][CH:17]=[C:18]([O:21][CH3:22])[CH:19]=3)[N:14]=[CH:13][CH:12]=2)=O)[CH2:6][CH2:5][NH:4][CH2:3]1.O.NN.[OH-].[Na+]>C(O)COCCO>[CH3:22][O:21][C:18]1[CH:19]=[C:20]2[C:15](=[CH:16][CH:17]=1)[N:14]=[CH:13][CH:12]=[C:11]2[CH2:9][CH2:8][CH:7]1[CH2:6][CH2:5][NH:4][CH2:3][CH:2]1[CH3:1] |f:1.2,3.4|. Procedure details: The operation is as in Example 14, but starting from 3.7 g of 2-(3-methyl-4-piperidyl)-1-(6-methoxy-4-quinolyl)-ethanone (trans isomer, racemic), prepared as indicated in Example 4, 3.7 g of 98% hydrazine hydrate and 3.7 g of sodium hydroxide in 37 ml of diethylene glycol. 1.7 g are obtained of 6-methoxy-4-[2-(3-methyl-4-piperidyl)-ethyl]-quinoline (trans isomer), the acid fumarate of which prepared by the action of fumaric acid in ethanol, melts at 224° C. RXN SMILES: [Cl:1][C:2]1[C:7]([C:8]([CH2:10][CH2:11][OH:12])=[CH2:9])=[CH:6][C:5]([C:13]#[N:14])=[CH:4][C:3]=1[NH:15][C:16](=[O:22])[O:17][C:18]([CH3:21])([CH3:20])[CH3:19]>CCO.[Pt](=O)=O>[Cl:1][C:2]1[C:7]([CH:8]([CH2:10][CH2:11][OH:12])[CH3:9])=[CH:6][C:5]([C:13]#[N:14])=[CH:4][C:3]=1[NH:15][C:16](=[O:22])[O:17][C:18]([CH3:21])([CH3:20])[CH3:19]. Conditions: time 3 hour. The yield is 58.8%. The solvent is CCO (EtOH). Reagents/catalysts: [Pt](=O)=O (platinum (IV) oxide). The product is ClC1=C(C=C(C=C1C(C)CCO)C#N)NC(OC(C)(C)C)=O (Tert-butyl (2-chloro-5-cyano-3-(4-hydroxybutan-2-yl)phenyl)carbamate). Procedure details: Tert-butyl (2-chloro-5-cyano-3-(4-hydroxybut-1-en-2-yl)phenyl)carbamate (272 mg, 0.843 mmol) was taken up in EtOH (8 mL) and the flask was evacuated and filled with N2 3×. Next, platinum (IV) oxide (19.14 mg, 0.084 mmol) was added, and the flask was purged again. The reaction was stirred under 1 atm hydrogen at room temperature for 3 h. The reaction was monitored by TLC. The reaction mixture was filtered through celite, rinsing with MeOH. The solvent was removed in vacuo and the material was pur... Starting materials: ClC1=C(C=C(C=C1C(=C)CCO)C#N)NC(OC(C)(C)C)=O (Tert-butyl (2-chloro-5-cyano-3-(4-hydroxybut-1-en-2-yl)phenyl)carbamate). The reactants are CC(C)(C)C1=NC(=NC=C1O)C=NO ((1,1-dimethylethyl) -5-hydroxy-2-pyrimidine carboxaldehyde oxime), CC(C)(C)C1=NC(=NC(=C1O)C(C)(C)C)C=O (4,6-bis(1,1-dimethylethyl)-5-hydroxy-2-pyrimidine carboxaldehyde), Cl.NO (hydroxylamine hydrochloride), C(C)(=O)[O-].[Na+] (sodium acetate). The solvent is C(C)O (ethanol), O (water). Product: CC(C)(C)C1=NC(=NC(=C1O)C(C)(C)C)C=NO (4,6-Bis(1,1-dimethylethyl)-5-hydroxy-2-pyrimidine carboxaldehyde oxime). RXN SMILES: [CH3:1][C:2]([C:5]1[C:10]([OH:11])=[C:9]([C:12]([CH3:15])([CH3:14])[CH3:13])[N:8]=[C:7]([CH:16]=O)[N:6]=1)([CH3:4])[CH3:3].Cl.NO.C([O-])(=O)C.[Na+].CC(C1C(O)=CN=C(C=[N:38][OH:39])N=1)(C)C>C(O)C.O>[CH3:1][C:2]([C:5]1[C:10]([OH:11])=[C:9]([C:12]([CH3:15])([CH3:14])[CH3:13])[N:8]=[C:7]([CH:16]=[N:38][OH:39])[N:6]=1)([CH3:4])[CH3:3] |f:1.2,3.4|. Procedure: A solution of 4,6-bis(1,1-dimethylethyl)-5-hydroxy-2-pyrimidine carboxaldehyde (1.5 g, 6.3 mmol) , hydroxylamine hydrochloride (2.2 g, 32.7 mmol), and sodium acetate (2.9 g, 34.9 mmol) in ethanol (20 mL) is heated at reflux for 12 hours. The reaction mixture is poured over water (150 mL) and the precipitate is collected by filtration. Recrystallization from ether/hexane gives the desired 4,6-his (1,1-dimethylethyl) -5-hydroxy-2-pyrimidine carboxaldehyde oxime as a mixture of isomers (0.62 g, 39%... The reactants are [H-].[Na+] (sodium hydride), FC1=C(C=C(C=O)C=C1)[N+](=O)[O-] (4-fluoro-3-nitrobenzaldehyde), CCOC(=O)C.O (EtOAc water), COC(=O)CP(=O)(OC)OC (Trimethyl phosphonoacetate). Run in C1CCOC1 (THF), C1CCOC1 (THF), C1CCOC1 (THF). Reaction conditions: temperature 0 celsius, time 15 minute. Product: COC(C=CC1=CC(=C(C=C1)F)[N+](=O)[O-])=O (3-(4-Fluoro-3-nitro-phenyl)-acrylic acid methyl ester). Reaction SMILES: [CH3:1][O:2][C:3]([CH2:5]P(OC)(OC)=O)=[O:4].[H-].[Na+].[F:14][C:15]1[CH:22]=[CH:21][C:18]([CH:19]=O)=[CH:17][C:16]=1[N+:23]([O-:25])=[O:24].CCOC(C)=O.O>C1COCC1>[CH3:1][O:2][C:3](=[O:4])[CH:5]=[CH:19][C:18]1[CH:21]=[CH:22][C:15]([F:14])=[C:16]([N+:23]([O-:25])=[O:24])[CH:17]=1 |f:1.2,4.5|. Reported procedure: Trimethyl phosphonoacetate (182 mg, 1.00 mmol) in THF (1.70 mL) was added dropwise (caution—vigorous reaction!) to sodium hydride (60% in oil) (60 mg, 1.50 mmol) in THF (1.70 mL) under an atmosphere of nitrogen at 0° C. The reaction mixture was stirred for 15 minutes at 0° C. and then 4-fluoro-3-nitrobenzaldehyde (169 mg, 1.00 mmol) in THF (0.50 mL) was added. After 1 hour, EtOAc/water was added and the organic layer washed with more water, dried (Na2SO4), and the solvent concentrated in vacuo. ... Starting materials: C(C1=CC=CC=C1)OC(=O)NC(C(COC(C1=C(C=CC=C1C)C)=O)=O)CC(=O)OC(C)(C)C (2,6-Dimethyl-benzoic acid 3-benzyloxycarbonylamino-4-tert-butoxycarbonyl-2-oxo-butyl ester). Reagents/catalysts: [Pd] (Pd/C). Run in CCO (EtOH), Cl (HCl). Conditions: time 4 hour. Product: NC(C(COC(C1=C(C=CC=C1C)C)=O)=O)CC(=O)OC(C)(C)C (2,6-dimethyl-benzoic acid 3-amino-4-tert-butoxycarbonyl-2-oxo-butyl ester). Reaction SMILES: C(OC([NH:11][CH:12]([CH2:27][C:28]([O:30][C:31]([CH3:34])([CH3:33])[CH3:32])=[O:29])[C:13](=[O:26])[CH2:14][O:15][C:16](=[O:25])[C:17]1[C:22]([CH3:23])=[CH:21][CH:20]=[CH:19][C:18]=1[CH3:24])=O)C1C=CC=CC=1>CCO.Cl.[Pd]>[NH2:11][CH:12]([CH2:27][C:28]([O:30][C:31]([CH3:34])([CH3:33])[CH3:32])=[O:29])[C:13](=[O:26])[CH2:14][O:15][C:16](=[O:25])[C:17]1[C:22]([CH3:23])=[CH:21][CH:20]=[CH:19][C:18]=1[CH3:24]. Procedure details: 2,6-Dimethyl-benzoic acid 3-benzyloxycarbonylamino-4-tert-butoxycarbonyl-2-oxo-butyl ester, 110, (11.3 g, 24.1 mmol) is dissolved in a solution of EtOH (400 mL) and 1N HCl (29 mL), treated with 10% Pd/C (500 mg) and stirred under a hydrogen atmosphere for 4 h. The solution is filtered and concentrated to yield 7.6 g of the desired product as an HCl salt that was used without further purification. Starting materials: CC(C)(C)OC(=O)CC1CCn2c1cc1cc(OCc3cc(C#N)cc(OC(F)(F)F)c3)ccc12, ClCCl, O=C(O)C(F)(F)F, CSc1ccccc1. Product: N#Cc1cc(COc2ccc3c(c2)cc2n3CCC2CC(=O)O)cc(OC(F)(F)F)c1. RXN SMILES: [C:1](#[N:2])[c:3]1[cH:4][c:5]([CH2:6][O:7][c:8]2[cH:9][c:10]3[cH:11][c:12]4[n:13]([c:14]3[cH:15][cH:16]2)[CH2:17][CH2:18][CH:19]4[CH2:20][C:21](=[O:22])[O:23][C:24]([CH3:25])([CH3:26])[CH3:27])[cH:28][c:29]([O:31][C:32]([F:33])([F:34])[F:35])[cH:30]1.[Cl:51][CH2:52][Cl:53].[OH:44][C:45]([C:46]([F:47])([F:48])[F:49])=[O:50].[c:36]1([S:37][CH3:38])[cH:39][cH:40][cH:41][cH:42][cH:43]1>>[C:1](#[N:2])[c:3]1[cH:4][c:5]([CH2:6][O:7][c:8]2[cH:9][c:10]3[cH:11][c:12]4[n:13]([c:14]3[cH:15][cH:16]2)[CH2:17][CH2:18][CH:19]4[CH2:20][C:21](=[O:22])[OH:23])[cH:28][c:29]([O:31][C:32]([F:33])([F:34])[F:35])[cH:30]1. The reactants are [N-]=[N+]=[N-].[Na+] (sodium azide), BrC1=CC(=C2N=C(C(=NC2=C1)OC)OC)CBr (7-bromo-5-bromomethyl-2,3-dimethoxy-quinoxaline), O (water). The solvent is CN(C=O)C (dimethylformamide). Reaction conditions: time 3 hour. The product is N(=[N+]=[N-])CC1=C2NC(C(NC2=CC(=C1)Br)OC)OC (5-Azidomethyl-7-bromo-2,3-dimethoxy-1,2,3,4-tetrahydroquinoxaline). RXN SMILES: [N-:1]=[N+:2]=[N-:3].[Na+].[Br:5][C:6]1[CH:15]=[C:14]2[C:9]([N:10]=[C:11]([O:18][CH3:19])[C:12]([O:16][CH3:17])=[N:13]2)=[C:8]([CH2:20]Br)[CH:7]=1.O>CN(C)C=O>[N:1]([CH2:20][C:8]1[CH:7]=[C:6]([Br:5])[CH:15]=[C:14]2[C:9]=1[NH:10][CH:11]([O:18][CH3:19])[CH:12]([O:16][CH3:17])[NH:13]2)=[N+:2]=[N-:3] |f:0.1|. Procedure: 743 mg (2 equiv.) of sodium azide are added at 20° C. to 2.07 g (5.72 mmol) of 7-bromo-5-bromomethyl-2,3-dimethoxy-quinoxaline in 25 ml of dimethylformamide. After 3 hours, the mixture is poured into water, extracted with diethyl ether, washed with water and brine and dried with magnesium sulfate. The solvent is concentrated by evaporation. As a reaction SMILES: [C:1]1([CH2:7][CH:8]([C:15]([O:17]CC)=[O:16])[CH2:9][C:10]([O:12]CC)=O)[CH:6]=[CH:5][CH:4]=[CH:3][CH:2]=1>C(Cl)(=O)C>[CH2:7]([CH:8]1[C:15](=[O:16])[O:17][C:10](=[O:12])[CH2:9]1)[C:1]1[CH:2]=[CH:3][CH:4]=[CH:5][CH:6]=1. The reactants are C1(=CC=CC=C1)CC(CC(=O)OCC)C(=O)OCC (Diethyl 3-phenylpropane-1,2-dicarboxylate). Yields the product C(C1=CC=CC=C1)C1CC(=O)OC1=O (3-Benzylsuccinic anhydride). Procedure details: The product from step (b) was suspended in acetyl chloride (24 ml) and the suspension refluxed for 3 hours, then evaporated in vacuo to give a white solid which was triturated and washed with 60-80 petrol and dried in vacuo to give the desired product (9.7 g). The 200 MHz 1H NMR was consistent with the proposed structure. The solvent is C(C)(=O)Cl (acetyl chloride).